This data is from the Open Reaction Database (ORD), a public repository of structured organic reaction records. The task is: describe an organic reaction: reactants, conditions, products, and yield The reactants are O=S1(C(=CCC1)C1=CC2=C(NC(=NS2(=O)=O)C=2C(N([C@H]3CCC[C@H]3C2O)CC2=CC=C(C=C2)F)=O)C=C1)=O ((4aR,7aS)-3-[7-(1,1-Dioxo-4,5-dihydro-1H-1λ6-thiophen-2-yl)-1,1-dioxo-1,4-dihydro-1λ6-benzo[1,2,4]thiadiazin-3-yl]-1-(4-fluoro-benzyl)-4-hydroxy-1,4a,5,6,7,7a-hexahydro-[1]pyrindin-2-one). Reagents/catalysts: [Pd] (Palladium on charcoal). Solvent: CN(C=O)C (N,N-dimethylformamide), CO (methanol). Run at temperature 25 celsius, time 16 hour. The product is O=S1(C(CCC1)C1=CC2=C(NC(=NS2(=O)=O)C=2C(N([C@H]3CCC[C@H]3C2O)CC2=CC=C(C=C2)F)=O)C=C1)=O ((4aR,7aS)-3-[7-(1,1-Dioxo-tetrahydro-1λ6-thiophen-2-yl)-1,1-dioxo-1,4-dihydro-1λ6-benzo[1,2,4]thiadiazin-3-yl]-1-(4-fluoro-benzyl)-4-hydroxy-1,4a,5,6,7,7a-hexahydro-[1]pyrindin-2-one). RXN SMILES: [O:1]=[S:2]1(=[O:38])[CH2:6][CH2:5][CH:4]=[C:3]1[C:7]1[CH:37]=[CH:36][C:10]2[NH:11][C:12]([C:17]3[C:18](=[O:35])[N:19]([CH2:27][C:28]4[CH:33]=[CH:32][C:31]([F:34])=[CH:30][CH:29]=4)[C@@H:20]4[C@H:24]([C:25]=3[OH:26])[CH2:23][CH2:22][CH2:21]4)=[N:13][S:14](=[O:16])(=[O:15])[C:9]=2[CH:8]=1>CN(C)C=O.CO.[Pd]>[O:38]=[S:2]1(=[O:1])[CH2:6][CH2:5][CH2:4][CH:3]1[C:7]1[CH:37]=[CH:36][C:10]2[NH:11][C:12]([C:17]3[C:18](=[O:35])[N:19]([CH2:27][C:28]4[CH:33]=[CH:32][C:31]([F:34])=[CH:30][CH:29]=4)[C@@H:20]4[C@H:24]([C:25]=3[OH:26])[CH2:23][CH2:22][CH2:21]4)=[N:13][S:14](=[O:15])(=[O:16])[C:9]=2[CH:8]=1. Procedure details: (4aR,7aS)-3-[7-(1,1-Dioxo-4,5-dihydro-1H-1λ6-thiophen-2-yl)-1,1-dioxo-1,4-dihydro-1λ6-benzo[1,2,4]thiadiazin-3-yl]-1-(4-fluoro-benzyl)-4-hydroxy-1,4a,5,6,7,7a-hexahydro-[1]pyrindin-2-one (prepared as described in Example 44, 45 mg, 0.081 mmol) was dissolved in a 1:5 mixture of N,N-dimethylformamide and methanol (12 mL). 5% Palladium on charcoal (100 mg) was added. The flask was degassed and backfilled with hydrogen gas via balloon. The mixture was stirred at 25° C. for 16 h. The mixture was pass... Starting materials: C1(=CC=CC=C1)C1=C(C(=NO1)OCC(=O)O)Br (5-phenyl-4-bromo-3-isoxazolyloxyacetic acid), [N+](=O)(O)[O-].O([N+](=O)[O-])CCN (nitroxyethylamine nitrate). Solvent: C(C)O (ethanol). Yields the product O([N+](=O)[O-])CCNC(COC1=NOC(=C1Br)C1=CC=CC=C1)=O (N-(2-Nitroxyethyl)-5-phenyl-4-bromo-3-isoxazolyloxyacetamide). The yield is 64.2%. RXN SMILES: [C:1]1([C:7]2[O:11][N:10]=[C:9]([O:12][CH2:13][C:14]([OH:16])=O)[C:8]=2[Br:17])[CH:6]=[CH:5][CH:4]=[CH:3][CH:2]=1.[N+]([O-])(O)=O.[O:22]([CH2:26][CH2:27][NH2:28])[N+:23]([O-:25])=[O:24]>C(O)C>[O:22]([CH2:26][CH2:27][NH:28][C:14](=[O:16])[CH2:13][O:12][C:9]1[C:8]([Br:17])=[C:7]([C:1]2[CH:2]=[CH:3][CH:4]=[CH:5][CH:6]=2)[O:11][N:10]=1)[N+:23]([O-:25])=[O:24] |f:1.2|. Reported procedure: Following a similar treatment to that in Example 2 and using 0.53 g of 5-phenyl-4-bromo-3-isoxazolyloxyacetic acid and 0.30 g of nitroxyethylamine nitrate, 0.44 g of the title compound was obtained as colorless needles (solvent for recrystallization; ethanol). Starting materials: C1(=CC=CC=C1)[Na] (phenyl sodium), C1(=CC=CC=C1)[Na] (phenyl sodium), ClC1=CC=CC=C1 (chlorobenzene), C1(=CC=CC=C1)[Na] (phenyl sodium), [Na] (sodium), C(=O)=O (dry ice). The reagents and catalysts are C(C)(C)NC(C)C (diisopropyl amine). The solvent is C1(=CC=CC=C1)C (toluene), O (water), C1(=CC=CC=C1)C (toluene). Run at temperature 20 celsius, time 2 hour. Yields the product C1(=CC=CC=C1)CC(=O)O (phenylacetic acid). Isolated yield 100.0%. As a reaction SMILES: [C:1]1([Na])[CH:6]=[CH:5][CH:4]=[CH:3][CH:2]=1.[Na].Cl[C:10]1C=CC=CC=1.[C:16](=[O:18])=[O:17]>C1(C)C=CC=CC=1.C(NC(C)C)(C)C.O>[C:1]1([CH2:10][C:16]([OH:18])=[O:17])[CH:6]=[CH:5][CH:4]=[CH:3][CH:2]=1 |^1:7|. Procedure details: A toluene (2 g) solution containing 0.21 g of diisopropyl amine (2.07 mmol, 2 mol % (mol % on the basis of phenyl sodium, which is also used hereinafter in the same meaning)) was added to phenyl sodium, which had been prepared by reacting 5.0 g (0.217 mol) of sodium dispersion and 11.6 g (0.103 mol) of chlorobenzene in 50 g of toluene (phenyl sodium was formed at the yield of about 100%, hereinafter the same as the above), at room temperature (about 20° C.), and then the reaction mixture was sti... The reactants are C(CC)OC1=C(C=CC=C1)C=1C=2C3=C(NC2C=CC1)CCNCC3 (10-(2-propoxyphenyl)-1,2,3,4,5,6-hexahydroazepino[4,5-b]indole), ICCC (1-iodopropane). Yields the product C(CCCCC)OC1=C(C=CC=C1)C=1C=2C3=C(NC2C=CC1)CCNCC3 (10-[2-(Hexyloxy)phenyl]-1,2,3,4,5,6-hexahydroazepino[4,5-b]indole). RXN SMILES: [CH2:1]([O:4][C:5]1[CH:10]=[CH:9][CH:8]=[CH:7][C:6]=1[C:11]1[C:12]2[C:13]3[CH2:24][CH2:23][NH:22][CH2:21][CH2:20][C:14]=3[NH:15][C:16]=2[CH:17]=[CH:18][CH:19]=1)[CH2:2][CH3:3].I[CH2:26][CH2:27][CH3:28]>>[CH2:1]([O:4][C:5]1[CH:10]=[CH:9][CH:8]=[CH:7][C:6]=1[C:11]1[C:12]2[C:13]3[CH2:24][CH2:23][NH:22][CH2:21][CH2:20][C:14]=3[NH:15][C:16]=2[CH:17]=[CH:18][CH:19]=1)[CH2:2][CH2:3][CH2:26][CH2:27][CH3:28]. Reported procedure: Following the procedure for the preparation of 10-(2-propoxyphenyl)-1,2,3,4,5,6-hexahydroazepino[4,5-b]indole and substituting 1-iodohexane for 1-iodopropane while making non-critical variations the title compound was obtained as 360 mg (66%) of a yellow foam: 1H NMR (400 MHz, CDCl3) δ 7.83 (br s, 1H), 7.36-7.27 (m, 3H), 7.17-7.13 (m, 1H), 7.05-7.01 (m, 1H), 6.98 (d, J=8.2 Hz, 1H), 6.93 (d, J=7.2 Hz, 1H), 3.95-3.85 (m, 2H), 3.12-3.10 (m, 1H), 3.06-3.01 (m, 1H), 2.98-2.93 (m, 2H), 2.90-2.85 (m, 1... The reactants are C(=O)(C(F)(F)F)O (TFA), C(C)(C)(C)OC(NC1=C(C=C(C(=C1)N(C)C)Cl)N)=O ((2-amino-4-chloro-5-dimethylamino-phenyl)-carbamic acid tert.-butyl ester), C(C)(C)(C)OC(CC(C1=CC(=CC=C1)C=1OC=C(N1)COC1OCCCC1)=O)=O ((RS)-3-oxo-3-{3-[4-(tetrahydro-pyran-2-yloxymethyl)-oxazol-2-yl]-phenyl}-propionic acid tert-butyl ester). Solvent: C(Cl)Cl (CH2Cl2). Product: ClC=1C(=CC2=C(NC(CC(=N2)C2=CC(=CC=C2)C=2OC=C(N2)CO)=O)C1)N(C)C (8-Chloro-7-dimethylamino-4-[3-(4-hydroxymethyl-oxazol-2-yl)-phenyl]-1,3-dihydro-benzo[b][1,4]diazepin-2-one), solid. Reaction SMILES: C(OC(=O)[NH:7][C:8]1[CH:13]=[C:12]([N:14]([CH3:16])[CH3:15])[C:11]([Cl:17])=[CH:10][C:9]=1[NH2:18])(C)(C)C.C(O[C:25](=[O:48])[CH2:26][C:27](=O)[C:28]1[CH:33]=[CH:32][CH:31]=[C:30]([C:34]2[O:35][CH:36]=[C:37]([CH2:39][O:40]C3CCCCO3)[N:38]=2)[CH:29]=1)(C)(C)C.C(O)(C(F)(F)F)=O>C(Cl)Cl>[Cl:17][C:11]1[C:12]([N:14]([CH3:16])[CH3:15])=[CH:13][C:8]2[N:7]=[C:27]([C:28]3[CH:33]=[CH:32][CH:31]=[C:30]([C:34]4[O:35][CH:36]=[C:37]([CH2:39][OH:40])[N:38]=4)[CH:29]=3)[CH2:26][C:25](=[O:48])[NH:18][C:9]=2[CH:10]=1. Reported procedure: The title compound was prepared from (2-amino-4-chloro-5-dimethylamino-phenyl)-carbamic acid tert.-butyl ester (Example J2) (170 mg) and (RS)-3-oxo-3-{3-[4-(tetrahydro-pyran-2-yloxymethyl)-oxazol-2-yl]-phenyl}-propionic acid tert-butyl ester (Example K11) (270 mg) according to the general procedure M. The obtained material was deprotected and cyclized by treatment with TFA in CH2Cl2 according to the general procedure N. Obtained as a light yellow solid (110 mg).